This data is from the Open Reaction Database (ORD), a public repository of structured organic reaction records. The task is: describe an organic reaction: reactants, conditions, products, and yield Starting materials: O=C(Nc1nccs1)N(C1CCCCC1)N1CCCCC1, O=C1CCC(=O)N1Cl, ClCCl, O. Product: O=C(Nc1ncc(Cl)s1)N(C1CCCCC1)N1CCCCC1. Reaction SMILES: [CH:1]1([N:7]([C:8](=[O:9])[NH:10][c:11]2[s:12][cH:13][cH:14][n:15]2)[N:16]2[CH2:17][CH2:18][CH2:19][CH2:20][CH2:21]2)[CH2:2][CH2:3][CH2:4][CH2:5][CH2:6]1.[Cl:22][N:23]1[C:24](=[O:25])[CH2:26][CH2:27][C:28]1=[O:29].[Cl:31][CH2:32][Cl:33].[OH2:30]>>[CH:1]1([N:7]([C:8](=[O:9])[NH:10][c:11]2[s:12][c:13]([Cl:22])[cH:14][n:15]2)[N:16]2[CH2:17][CH2:18][CH2:19][CH2:20][CH2:21]2)[CH2:2][CH2:3][CH2:4][CH2:5][CH2:6]1.